Dataset: the Open Reaction Database (ORD), a public repository of structured organic reaction records. Task: describe an organic reaction: reactants, conditions, products, and yield Starting materials: C=CC1=CC=CC=C1 (styrene), CC(C#C[Si](CC[SiH2]C=C(C)C)(C)C)(CC)O[Si](C)(C)C (1-{[3-methyl-3-(trimethylsiloxy)-1-pentynyl]dimethylsilyl}-2-(dimethylvinylsilyl)ethane), carbonylchlorohydridebis(tricyclohexylphosphine)ruthenium(II), C1(=CC=CC=C1)C (toluene). Product: CC(C#C[Si](CC[Si](C)(C)\C=C\C1=CC=CC=C1)(C)C)(CC)O[Si](C)(C)C (1-{[3-methyl-3-(trimethylsiloxy)-1-pentynyl]dimethylsilyl}-2-{[(E)-styryl]dimethylsilyl)ethane), pure product. Yield: 80.0%. RXN SMILES: [CH3:1][C:2]([O:17][Si:18]([CH3:21])([CH3:20])[CH3:19])([CH2:15][CH3:16])[C:3]#[C:4][Si:5]([CH3:14])([CH3:13])[CH2:6][CH2:7][SiH2:8][CH:9]=C(C)C.[CH2:22]=[CH:23][C:24]1[CH:29]=[CH:28][CH:27]=[CH:26][CH:25]=1.[C:30]1(C)C=CC=CC=1>>[CH3:1][C:2]([O:17][Si:18]([CH3:19])([CH3:20])[CH3:21])([CH2:15][CH3:16])[C:3]#[C:4][Si:5]([CH3:13])([CH3:14])[CH2:6][CH2:7][Si:8](/[CH:22]=[CH:23]/[C:24]1[CH:29]=[CH:28][CH:27]=[CH:26][CH:25]=1)([CH3:9])[CH3:30]. Procedure: As in reaction conditions of Example XIX Step 2, to 1.84 mL of toluene, the 0.01 g carbonylchlorohydridebis(tricyclohexylphosphine)ruthenium(II) was added, and the reaction was carried out between the 1-{[3-methyl-3-(trimethylsiloxy)-1-pentynyl]dimethylsilyl}-2-(dimethylvinylsilyl)ethane obtained in Step 1 and 0.43 g styrene. Product was separated under the purification conditions of Example XII. The product, 1-{[3-methyl-3-(trimethylsiloxy)-1-pentynyl]dimethylsilyl}-2-{[(E)-styryl]dimethylsilyl... The reactants are CCO, CC(C)n1cc(C(=O)NCc2ccc(Cl)cc2)c(=O)c2cc(C#CCO)sc21. Product: CC(C)n1cc(C(=O)NCc2ccc(Cl)cc2)c(=O)c2cc(CCCO)sc21. RXN SMILES: [CH3:29][CH2:30][OH:31].[Cl:1][c:2]1[cH:3][cH:4][c:5]([CH2:6][NH:7][C:8](=[O:9])[c:10]2[c:11](=[O:26])[c:12]3[c:13]([n:14]([CH:16]([CH3:17])[CH3:18])[cH:15]2)[s:19][c:20]([C:22]#[C:23][CH2:24][OH:25])[cH:21]3)[cH:27][cH:28]1>>[Cl:1][c:2]1[cH:3][cH:4][c:5]([CH2:6][NH:7][C:8](=[O:9])[c:10]2[c:11](=[O:26])[c:12]3[c:13]([n:14]([CH:16]([CH3:17])[CH3:18])[cH:15]2)[s:19][c:20]([CH2:22][CH2:23][CH2:24][OH:25])[cH:21]3)[cH:27][cH:28]1.